From a dataset of the Open Reaction Database (ORD), a public repository of structured organic reaction records. describe an organic reaction: reactants, conditions, products, and yield The reactants are [BH3-]C#N, O=C(O)C(=O)CCc1ccccc1, CO, Cl, NC1CCc2ccccc2NC1=O, [Na+]. Product: O=C(O)C(CCc1ccccc1)NC1CCc2ccccc2NC1=O. As a reaction SMILES: [C:27]([BH3-:28])#[N:29].[CH2:14]([c:15]1[cH:16][cH:17][cH:18][cH:19][cH:20]1)[CH2:21][C:22]([C:23](=[O:24])[OH:25])=[O:26].[CH3:32][OH:33].[ClH:31].[NH2:1][CH:2]1[C:3](=[O:13])[NH:4][c:5]2[c:6]([cH:9][cH:10][cH:11][cH:12]2)[CH2:7][CH2:8]1.[Na+:30]>>[NH:1]([CH:2]1[C:3](=[O:13])[NH:4][c:5]2[c:6]([cH:9][cH:10][cH:11][cH:12]2)[CH2:7][CH2:8]1)[CH:22]([CH2:21][CH2:14][c:15]1[cH:16][cH:17][cH:18][cH:19][cH:20]1)[C:23](=[O:24])[OH:25]. The reactants are C(C)OC(CC=1N=NNN1)=O ((2H-tetrazol-5-yl)-acetic acid ethyl ester), S(O)(O)(=O)=O (sulfuric acid), CC(C)(C)O (2-methyl-propan-2-ol), [OH-].[Na+] (sodium hydroxide), C(C)(=O)OCC (Ethyl acetate). Run in FC(C(=O)O)(F)F (trifluoroacetic acid). Conditions: time 12 hour. The product is C(C)OC(CC=1N=NN(N1)C(C)(C)C)=O ((2-tert-butyl-2H-tetrazol-5-yl)-acetic acid ethyl ester). Yield: 52.0%. Reaction SMILES: [CH2:1]([O:3][C:4](=[O:11])[CH2:5][C:6]1[N:7]=[N:8][NH:9][N:10]=1)[CH3:2].S(=O)(=O)(O)O.C(OCC)(=O)C.[OH-].[Na+].[CH3:25][C:26](O)([CH3:28])[CH3:27]>FC(F)(F)C(O)=O>[CH2:1]([O:3][C:4](=[O:11])[CH2:5][C:6]1[N:7]=[N:8][N:9]([C:26]([CH3:28])([CH3:27])[CH3:25])[N:10]=1)[CH3:2] |f:3.4|. Procedure details: To a solution of (2H-tetrazol-5-yl)-acetic acid ethyl ester (2.0 g, 13 mmol) in 2-methyl-propan-2-ol (2.6 mL) and trifluoroacetic acid (6 mL) was added concentrated sulfuric acid (0.35 mL, 6.4 mmol) and the reaction was stirred at room temperature for 12 h. Ethyl acetate was added and the solution was neutralized by addition of an aqueous sodium hydroxide solution (2 N). The solution was extracted several times with ethyl acetate, and the organic layers were combined, dried over sodium sulfate, ... Starting materials: OC=1C(=C(C(=O)OCC(Cl)(Cl)Cl)C(=C(C1)O)C)C (2,2,2-trichloroethyl 3,5-dihydroxy-2,6-dimethylbenzoate). The solvent is C(C)(=O)OC(C)=O (acetic anhydride), N1=CC=CC=C1 (pyridine). Product: C(C)(=O)OC=1C(=C(C(=O)OCC(Cl)(Cl)Cl)C(=C(C1)OC(C)=O)C)C (2,2,2-trichloroethyl 3,5-diacetoxy-2,6-dimethylbenzoate). As a reaction SMILES: [OH:1][C:2]1[C:3]([CH3:18])=[C:4]([C:13]([CH3:17])=[C:14]([OH:16])[CH:15]=1)[C:5]([O:7][CH2:8][C:9]([Cl:12])([Cl:11])[Cl:10])=[O:6]>C(OC(=O)C)(=O)C.N1C=CC=CC=1>[C:2]([O:1][C:2]1[C:3]([CH3:18])=[C:4]([C:13]([CH3:17])=[C:14]([O:16][C:5](=[O:6])[CH3:4])[CH:15]=1)[C:5]([O:7][CH2:8][C:9]([Cl:10])([Cl:11])[Cl:12])=[O:6])(=[O:1])[CH3:15]. Procedure: A solution of 6.27 g of 2,2,2-trichloroethyl 3,5-dihydroxy-2,6-dimethylbenzoate in 15 ml of acetic anhydride and 0.3 ml of pyridine was heated under reflux for 3 hours. The solution was cooled and the solvent removed under reduced pressure. The residue was dissolved in 20 ml of ethyl acetate and crystallized by the addition of 120 ml of n-hexane to yield 2,2,2-trichloroethyl 3,5-diacetoxy-2,6-dimethylbenzoate as white crystals with mp 127°-128° C. Reactants: Cl.CN(C)CCCCl (dimethylaminopropyl chloride hydrochloride), C(C)(C)SC=1NC(C(C1C#N)(C1=CC=CC=C1)C1=CC=CC=C1)=O (2-isopropylthio-5-oxo-4,4-diphenyl-2-pyrroline-3-carbonitrile), [H-].[Na+] (sodium hydride), [H-].[Na+] (sodium hydride). Run in O1CCOCC1 (dioxan). Run at time 1 hour. Product: C(C)(C)SC=1N(C(C(C1C#N)(C1=CC=CC=C1)C1=CC=CC=C1)=O)CCCN(C)C (2-Isopropylthio-1-(3-dimethylaminopropyl)-5-oxo-4,4-diphenyl-2-pyrroline-3-carbonitrile). RXN SMILES: [CH:1]([S:4][C:5]1[NH:6][C:7](=[O:24])[C:8]([C:18]2[CH:23]=[CH:22][CH:21]=[CH:20][CH:19]=2)([C:12]2[CH:17]=[CH:16][CH:15]=[CH:14][CH:13]=2)[C:9]=1[C:10]#[N:11])([CH3:3])[CH3:2].[H-].[Na+].Cl.[CH3:28][N:29]([CH2:31][CH2:32][CH2:33]Cl)[CH3:30]>O1CCOCC1>[CH:1]([S:4][C:5]1[N:6]([CH2:33][CH2:32][CH2:31][N:29]([CH3:30])[CH3:28])[C:7](=[O:24])[C:8]([C:18]2[CH:19]=[CH:20][CH:21]=[CH:22][CH:23]=2)([C:12]2[CH:13]=[CH:14][CH:15]=[CH:16][CH:17]=2)[C:9]=1[C:10]#[N:11])([CH3:3])[CH3:2] |f:1.2,3.4|. Reported procedure: A suspension of 10.0 g 2-isopropylthio-5-oxo-4,4-diphenyl-2-pyrroline-3-carbonitrile and 0.9 g sodium hydride (80%) in 150 ml dioxan is boiled for one hour, with stirring. Thereafter, one mixes with a further 0.9 g sodium hydride and 5.2 g dimethylaminopropyl chloride hydrochloride and boils further for 30 hours. RXN SMILES: [Br:1][C:2]1[C:3]([Cl:9])=[N:4][C:5]([CH3:8])=[CH:6][CH:7]=1.[Br:10]N1C(=O)CCC1=O.CC(N=NC(C#N)(C)C)(C#N)C>C(Cl)(Cl)(Cl)Cl>[Br:1][C:2]1[C:3]([Cl:9])=[N:4][C:5]([CH2:8][Br:10])=[CH:6][CH:7]=1. Procedure: In 21 mL of carbon tetrachloride, 3-bromo-2-chloro-6-methylpyridine (880 mg, 4.26 mmol) was dissolved, and N-bromosuccinimide (682 mg, 3.83 mmol) and AIBN (70 mg, 0.426 mmol) were added, followed by stirring at 90° C. for one hour. The resulting reaction solution was concentrated, and the residue thus obtained was purified by silica gel column chromatography (chloroform/methanol=100/0 to 95/5), whereby 3-bromo-6-(bromomethyl)-2-chloropyridine was obtained as a crude purified product. Run in C(Cl)(Cl)(Cl)Cl (carbon tetrachloride). Yields the product BrC=1C(=NC(=CC1)CBr)Cl (3-bromo-6-(bromomethyl)-2-chloropyridine). The reactants are BrC=1C(=NC(=CC1)C)Cl (3-bromo-2-chloro-6-methylpyridine), BrN1C(CCC1=O)=O (N-bromosuccinimide), CC(C)(C#N)N=NC(C)(C)C#N (AIBN). Conditions: temperature 90 celsius, time 1 hour.